This data is from the Open Reaction Database (ORD), a public repository of structured organic reaction records. The task is: describe an organic reaction: reactants, conditions, products, and yield The reactants are C1CCC2=NCCCN2CC1 (DBU), C1(=CC=CC=C1)C(C(=O)O)C (2-phenylpropionic acid). The solvent is C(Cl)Cl (CH2Cl2), O (water). Conditions: temperature 90 celsius. The product is C1(=CC=CC=C1)C(C(=O)OC)C (methyl 2-phenylpropionate). Reaction SMILES: [CH2:1]1CCN2C(=NCCC2)CC1.[C:12]1([CH:18]([CH3:22])[C:19]([OH:21])=[O:20])[CH:17]=[CH:16][CH:15]=[CH:14][CH:13]=1>C(Cl)Cl.O>[C:12]1([CH:18]([CH3:22])[C:19]([O:21][CH3:1])=[O:20])[CH:17]=[CH:16][CH:15]=[CH:14][CH:13]=1. Procedure details: DBU (2.03 g, 13.3 mmol) was added to a mixture of 2-phenylpropionic acid (2.0 g, 13.3 mmol) in DMC (20 mL) and the resulting mixture was heated to reflux (90° C.) for 5 hours. The reaction mixture was cooled to ambient temperature and diluted with CH2Cl2 (50 mL) and water (40 mL). The organic layer was separated and washed in sequence with 2 M HCl (2×40 mL), saturated aqueous NaHCO3 (40 mL) and water (2×50 mL). The organic layer was dried over Na2SO4, filtered and concentrated under vacuum to gi... The reactants are Br, O=C([O-])[O-], COc1ccc2c(c1)NCC(CN(C)C)C2, Cl, Cl, [K+], [K+]. The product is CN(C)CC1CNc2cc(O)ccc2C1. RXN SMILES: [BrH:25].[C:19](=[O:20])([O-:21])[O-:22].[CH3:3][N:4]([CH3:5])[CH2:6][CH:7]1[CH2:8][NH:9][c:10]2[cH:11][c:12]([O:17][CH3:18])[cH:13][cH:14][c:15]2[CH2:16]1.[ClH:1].[ClH:2].[K+:23].[K+:24]>>[CH3:3][N:4]([CH3:5])[CH2:6][CH:7]1[CH2:8][NH:9][c:10]2[cH:11][c:12]([OH:17])[cH:13][cH:14][c:15]2[CH2:16]1. Reactants: C1(CCCCC1)C1=CC=C(C=C1)C1C(C1)C(=O)NN (2-(4-cyclohexylphenyl)cyclopropanecarbohydrazide), C1=NC=CC=2C(=CC=CC12)C=O (isoquinoline-5-carbaldehyde), C(C)(=O)O (acetic acid). Solvent: C(C)O (ethanol). Conditions: temperature 80 celsius. Yields the product C1(CCCCC1)C1=CC=C(C=C1)C1C(C1)C(=O)N/N=C/C1=C2C=CN=CC2=CC=C1 ((E)-2-(4-cyclohexylphenyl)-N′-(isoquinolin-5-ylmethylene)cyclopropanecarbohydrazide). Yield: 32.7%. RXN SMILES: [CH:1]1([C:7]2[CH:12]=[CH:11][C:10]([CH:13]3[CH2:15][CH:14]3[C:16]([NH:18][NH2:19])=[O:17])=[CH:9][CH:8]=2)[CH2:6][CH2:5][CH2:4][CH2:3][CH2:2]1.[CH:20]1[C:29]2[CH:28]=[CH:27][CH:26]=[C:25]([CH:30]=O)[C:24]=2[CH:23]=[CH:22][N:21]=1.C(O)(=O)C>C(O)C>[CH:1]1([C:7]2[CH:8]=[CH:9][C:10]([CH:13]3[CH2:15][CH:14]3[C:16]([NH:18]/[N:19]=[CH:30]/[C:25]3[CH:26]=[CH:27][CH:28]=[C:29]4[C:24]=3[CH:23]=[CH:22][N:21]=[CH:20]4)=[O:17])=[CH:11][CH:12]=2)[CH2:2][CH2:3][CH2:4][CH2:5][CH2:6]1. Reported procedure: To a room temperature solution of 2-(4-cyclohexylphenyl)cyclopropanecarbohydrazide (200 mg) in ethanol (20 mL), was added isoquinoline-5-carbaldehyde (122 mg, 0.77 mmol) and acetic acid (0.5 mL). The reaction mixture was then heated at 80° C. for 3 h, concentrated in vacuo and the residue diluted with water and extracted with EtOAc (2×20 mL). The layers were separated and then the combined organic layers were washed with a saturated NaHCO3 solution, dried over magnesium sulfate, filtered and con... Reactants: BrCC1=CC2=CC=CC=C2C=C1 (2-Bromomethylnaphthalene), C(C1=CC=CC=C1)(=O)NC(NC1=CC=NC=C1)=O (4-benzoylureidopyridine). The solvent is C(C)#N (acetonitrile). The product is [Br-].NC(=O)N.C1=C(C=CC2=CC=CC=C12)CN1CC=[CH2+]C=C1 (1-(naphth-2-ylmethyl)-4-pyridinium urea bromide). As a reaction SMILES: [Br:1][CH2:2][C:3]1[CH:12]=[CH:11][C:10]2[C:5](=[CH:6][CH:7]=[CH:8][CH:9]=2)[CH:4]=1.C([NH:21][C:22](=[O:30])[NH:23][C:24]1[CH:29]=[CH:28][N:27]=[CH:26][CH:25]=1)(=O)C1C=CC=CC=1>C(#N)C>[Br-:1].[NH2:21][C:22]([NH2:23])=[O:30].[CH:4]1[C:5]2[C:10](=[CH:9][CH:8]=[CH:7][CH:6]=2)[CH:11]=[CH:12][C:3]=1[CH2:2][N:27]1[CH:26]=[CH:25][CH2+:24]=[CH:29][CH2:28]1 |f:3.4.5|. Procedure: 2-Bromomethylnaphthalene is heated with 4-benzoylureidopyridine in acetonitrile solvent to give 1-benzoyl3-[1-(naphth-2-ylmethyl)-4-pyridinium urea bromide m.p.247°-8° C. This compound is reduced by refluxing with sodium borohydride in isopropyl alcohol solvent to give the title compound, m.p. of HCl hemihydrate salt=232°-234° C. The reactants are SC=1NC2=C(N1)C=CC=C2 (2-mercaptobenzoimidazole), ClC(C(=O)OCC)C(=O)C (ethyl 2-chloroacetoacetate). The solvent is CC(=O)C (Acetone). Product: Cl.N1=C(NC2=C1C=CC=C2)SC(C(=O)OCC)C(=O)C (ethyl 2-[(benzoimidazol-2-yl)thio]acetoacetate hydrochloride). Isolated yield 96.4%. Reaction SMILES: [SH:1][C:2]1[NH:3][C:4]2[CH:10]=[CH:9][CH:8]=[CH:7][C:5]=2[N:6]=1.[Cl:11][CH:12]([C:18]([CH3:20])=[O:19])[C:13]([O:15][CH2:16][CH3:17])=[O:14]>CC(C)=O>[ClH:11].[N:3]1[C:4]2[CH:10]=[CH:9][CH:8]=[CH:7][C:5]=2[NH:6][C:2]=1[S:1][CH:12]([C:18]([CH3:20])=[O:19])[C:13]([O:15][CH2:16][CH3:17])=[O:14] |f:3.4|. Procedure details: Acetone (1.5 L) solution of 2-mercaptobenzoimidazole (150 g) and ethyl 2-chloroacetoacetate (247 g) was heated under reflux for 5 hours. The reaction solution was cooled to room temperature, and then the resulting precipitate was collected by filtration to obtain ethyl 2-[(benzoimidazol-2-yl)thio]acetoacetate hydrochloride (303 g) as colorless crystals. The thus obtained crystals (45 g) were dissolved in DMF (200 ml), and the solution was mixed with Py (32 ml) and acetic acid formic acid anhydri... Procedure details: (S)—N-(3-Hydroxy-5-(4-((1-(5-methyl-4-oxo-3-phenyl-3,4-dihydropyrrolo[2,1-f][1,2,4]triazin-2-yl)ethyl)amino)-7H-pyrrolo[2,3-d]pyrimidin-5-yl)phenyl)methanesulfonamide (6 mg, 0.01 mmol) was dissolved in 120 μl N,N-dimethylformamide. Sodium carbonate (8 mg, 0.07 mmol) and 2-chloro-N,N-dimethylethanaminium chloride (4 mg, 0.03 mmol) were added and the mixture was stirred at 50° C. overnight. The reaction was poured into water and extracted twice with ethyl acetate. The organics were combined and wa... Reaction conditions: temperature 50 celsius, time 8 hour. Isolated yield 62.3%. RXN SMILES: [OH:1][C:2]1[CH:3]=[C:4]([NH:37][S:38]([CH3:41])(=[O:40])=[O:39])[CH:5]=[C:6]([C:8]2[C:16]3[C:15]([NH:17][C@H:18]([C:20]4[N:25]([C:26]5[CH:31]=[CH:30][CH:29]=[CH:28][CH:27]=5)[C:24](=[O:32])[C:23]5=[C:33]([CH3:36])[CH:34]=[CH:35][N:22]5[N:21]=4)[CH3:19])=[N:14][CH:13]=[N:12][C:11]=3[NH:10][CH:9]=2)[CH:7]=1.C(=O)([O-])[O-].[Na+].[Na+].[Cl-].Cl[CH2:50][CH2:51][NH+:52]([CH3:54])[CH3:53].O>CN(C)C=O>[CH3:53][N:52]([CH3:54])[CH2:51][CH2:50][O:1][C:2]1[CH:3]=[C:4]([NH:37][S:38]([CH3:41])(=[O:39])=[O:40])[CH:5]=[C:6]([C:8]2[C:16]3[C:15]([NH:17][C@H:18]([C:20]4[N:25]([C:26]5[CH:31]=[CH:30][CH:29]=[CH:28][CH:27]=5)[C:24](=[O:32])[C:23]5=[C:33]([CH3:36])[CH:34]=[CH:35][N:22]5[N:21]=4)[CH3:19])=[N:14][CH:13]=[N:12][C:11]=3[NH:10][CH:9]=2)[CH:7]=1 |f:1.2.3,4.5|. Reactants: O (water), C([O-])([O-])=O.[Na+].[Na+] (Sodium carbonate), [Cl-].ClCC[NH+](C)C (2-chloro-N,N-dimethylethanaminium chloride), OC=1C=C(C=C(C1)C1=CNC=2N=CN=C(C21)N[C@@H](C)C2=NN1C(C(N2C2=CC=CC=C2)=O)=C(C=C1)C)NS(=O)(=O)C ((S)—N-(3-Hydroxy-5-(4-((1-(5-methyl-4-oxo-3-phenyl-3,4-dihydropyrrolo[2,1-f][1,2,4]triazin-2-yl)ethyl)amino)-7H-pyrrolo[2,3-d]pyrimidin-5-yl)phenyl)methanesulfonamide). The product is CN(CCOC=1C=C(C=C(C1)C1=CNC=2N=CN=C(C21)N[C@@H](C)C2=NN1C(C(N2C2=CC=CC=C2)=O)=C(C=C1)C)NS(=O)(=O)C)C ((S)—N-(3-(2-(Dimethylamino)ethoxy)-5-(4-((1-(5-methyl-4-oxo-3-phenyl-3,4-dihydropyrrolo[2,1-f][1,2,4]triazin-2-yl)ethyl)amino)-7H-pyrrolo[2,3-d]pyrimidin-5-yl)phenyl)methanesulfonamide). Run in CN(C=O)C (N,N-dimethylformamide). The reactants are [F-].C(CCC)[N+](CCCC)(CCCC)CCCC (Tetrabutylammonium fluoride), C(C)N1C(C=CC=2N(C(C3=C(NC21)N=CC=C3)=O)C)C3=CN(C=C3)[Si](C(C)C)(C(C)C)C(C)C (5,11-dihydro-1-ethyl-5-methyl-2-[1-(triisopropylsilyl)pyrrol-3-yl]-6H-dipyrido[3,2-b:2',3'-e][1,4]diazepin-6-one). Solvent: C1CCOC1 (THF), C1CCOC1 (THF), CCOCC (ether). Run at time 1 hour. Product: C(C)N1C(C=CC=2N(C(C3=C(NC21)N=CC=C3)=O)C)C3=CNC=C3 (5,11-Dihydro-1-ethyl-5-methyl-2-(3-pyrrolyl)-6H-dipyrido[3,2-b:2',3'-e][1,4]diazepin-6-one). The yield is 72.6%. RXN SMILES: [F-].C([N+](CCCC)(CCCC)CCCC)CCC.[CH2:19]([N:21]1[C:31]2[NH:30][C:29]3[N:32]=[CH:33][CH:34]=[CH:35][C:28]=3[C:27](=[O:36])[N:26]([CH3:37])[C:25]=2[CH:24]=[CH:23][CH:22]1[C:38]1[CH:42]=[CH:41][N:40]([Si](C(C)C)(C(C)C)C(C)C)[CH:39]=1)[CH3:20]>C1COCC1.CCOCC>[CH2:19]([N:21]1[C:31]2[NH:30][C:29]3[N:32]=[CH:33][CH:34]=[CH:35][C:28]=3[C:27](=[O:36])[N:26]([CH3:37])[C:25]=2[CH:24]=[CH:23][CH:22]1[C:38]1[CH:42]=[CH:41][NH:40][CH:39]=1)[CH3:20] |f:0.1|. Reported procedure: Tetrabutylammonium fluoride in THF (1M, 0.36 mL) was added to a solution of 5,11-dihydro-1-ethyl-5-methyl-2-[1-(triisopropylsilyl)pyrrol-3-yl]-6H-dipyrido[3,2-b:2',3'-e][1,4]diazepin-6-one (0.17 g) in dry THF (10 mL). After stirring the resulting mixture for 1 h, it was diluted with ether, washed with water, dried (anhyd Na2SO4), filtered, and evaporated. The residue was chromatographed over silica gel (ethyl acetate/hexanes, 1:1), and then crystallized from chloroform/hexanes to give 0.083 g of...